This data is from the Open Reaction Database (ORD), a public repository of structured organic reaction records. The task is: describe an organic reaction: reactants, conditions, products, and yield The reactants are FC(C(=O)O)(F)F (trifluoroacetic acid), C(C)(C)(C)OC(=O)N1CC(C2=CC=CC=C12)C(N(C1CCN(CC1)C)C)=O (3-[Methyl-(1-methyl-piperidin-4-yl)-carbamoyl]-2,3-dihydro-indole-1-carboxylic acid tert-butyl ester), C([O-])(O)=O.[Na+] (sodium bicarbonate). Run in ClCCl (dichloromethane). Conditions: temperature 0 celsius, time 1 hour. Yields the product CN(C(=O)C1CNC2=CC=CC=C12)C1CCN(CC1)C (2,3-Dihydro-1H-indole-3-carboxylic acid methyl-(1-methyl-piperidin-4-yl)-amide). Isolated yield 96.9%. RXN SMILES: C(OC([N:8]1[C:16]2[C:11](=[CH:12][CH:13]=[CH:14][CH:15]=2)[CH:10]([C:17](=[O:27])[N:18]([CH3:26])[CH:19]2[CH2:24][CH2:23][N:22]([CH3:25])[CH2:21][CH2:20]2)[CH2:9]1)=O)(C)(C)C.FC(F)(F)C(O)=O.C(=O)(O)[O-].[Na+]>ClCCl>[CH3:26][N:18]([CH:19]1[CH2:24][CH2:23][N:22]([CH3:25])[CH2:21][CH2:20]1)[C:17]([CH:10]1[C:11]2[C:16](=[CH:15][CH:14]=[CH:13][CH:12]=2)[NH:8][CH2:9]1)=[O:27] |f:2.3|. Procedure details: A solution of 3-[Methyl-(1-methyl-piperidin-4-yl)-carbamoyl]-2,3-dihydro-indole-1-carboxylic acid tert-butyl ester (C) (3.93 g, 10.53 mmol) in dichloromethane (20 cm3) was cooled to 0° C. in an ice/water bath and trifluoroacetic acid (10 cm3) added. The solution was stirred at 0° C. for 1 hr before warming to room temperature. The solution was made basic with saturated aqueous sodium bicarbonate solution and extracted with dichloromethane (3×100 cm3). The organic layer was then dried over magnes... Starting materials: CC(C)(C)[Si](C)(C)Cl, CCN(C(C)C)C(C)C, CN(C)C=O, COC(=O)C(C)(C)CO. Product: COC(=O)C(C)(C)CO[Si](C)(C)C(C)(C)C. As a reaction SMILES: [C:19]([CH3:20])([CH3:21])([CH3:22])[Si:23]([Cl:24])([CH3:25])[CH3:26].[CH:10]([N:11]([CH2:12][CH3:13])[CH:14]([CH3:15])[CH3:16])([CH3:17])[CH3:18].[O:27]=[CH:28][N:29]([CH3:30])[CH3:31].[OH:1][CH2:2][C:3]([C:4](=[O:5])[O:6][CH3:7])([CH3:8])[CH3:9]>>[O:1]([CH2:2][C:3]([C:4](=[O:5])[O:6][CH3:7])([CH3:8])[CH3:9])[Si:23]([C:19]([CH3:20])([CH3:21])[CH3:22])([CH3:25])[CH3:26]. Starting materials: COC1=CC=C(C=C1)C1C(CCCC1)=O (2-(4-methoxyphenyl)-cyclohexanone), C(CC1=CC=CC=C1)N (phenethylamine), C1(=CC=C(C=C1)S(=O)(=O)O)C (p-toluenesulfonic acid). RXN SMILES: [CH3:1][O:2][C:3]1[CH:8]=[CH:7][C:6]([CH:9]2[CH2:14][CH2:13][CH2:12][CH2:11][C:10]2=O)=[CH:5][CH:4]=1.[CH2:16]([NH2:24])[CH2:17][C:18]1[CH:23]=[CH:22][CH:21]=[CH:20][CH:19]=1.C1(C)C=CC(S(O)(=O)=O)=CC=1>C1(C)C=CC=CC=1>[CH3:1][O:2][C:3]1[CH:8]=[CH:7][C:6]([CH:9]2[CH2:14][CH2:13][CH2:12][CH2:11][CH:10]2[NH:24][CH2:16][CH2:17][C:18]2[CH:23]=[CH:22][CH:21]=[CH:20][CH:19]=2)=[CH:5][CH:4]=1. Reaction conditions: time 1 hour. Yields the product COC1=CC=C(C=C1)C1C(CCCC1)NCCC1=CC=CC=C1 ((1RS,2RS)-[2-(4-methoxy-phenyl)-cyclohexyl]-phenethyl-amine). Run in C1(=CC=CC=C1)C (toluene). Reported procedure: A mixture of 2-(4-methoxyphenyl)-cyclohexanone (prepared following the procedure described in W. E. Bachmann et al., J. Am. Chem. Soc., 1950, 72, 1995) (2.0 g, 9.79 mmol), phenethylamine (1.19 g, 9.79 mmol), toluene (40 ml) and a catalytical amount of p-toluenesulfonic acid was refluxed in a Dean-Stark apparatus overnight. After removal of the solvent, the residue was dissolved in MeOH (25 ml) and sodium borohydride (excess) was added. After stirring for 1 h at RT, the solvent was evaporated, H2... The reactants are II (iodine), S(=S)(=O)([O-])[O-].[Na+].[Na+] (sodium thiosulfate), [I-] (iodide), FC=1C=C(C=C(C1F)F)[C@H]1N2[C@H](COC1)CCCC2=O ((4R,9aS)-4-(3,4,5-trifluorophenyl)hexahydropyrido[2,1-c][1,4]oxazin-6-one), CN(CCN(C)C)C (N,N,N′,N′-tetramethylethylenediamine), P(OCC)(OCC)OCC (triethyl phosphite). Solvent: C(C)(=O)OCC (ethyl acetate), C(Cl)Cl (methylene chloride). Product: C(C)OP(OCC)(=O)C1CC[C@H]2COC[C@H](N2C1=O)C1=CC(=C(C(=C1)F)F)F ([(4R,9aS)-6-oxo-4-(3,4,5-trifluorophenyl)octahydropyrido[2,1-c][1,4]oxazin-7-yl]phosphonic acid diethyl ester). Reaction SMILES: [I-].[F:2][C:3]1[CH:4]=[C:5]([C@@H:11]2[CH2:16][O:15][CH2:14][C@@H:13]3[CH2:17][CH2:18][CH2:19][C:20](=[O:21])[N:12]23)[CH:6]=[C:7]([F:10])[C:8]=1[F:9].CN(C)CCN(C)C.II.S([O-])([O-])(=O)=S.[Na+].[Na+].[P:39]([O:46]CC)([O:43][CH2:44][CH3:45])[O:40][CH2:41][CH3:42]>C(OCC)(=O)C.C(Cl)Cl>[CH2:41]([O:40][P:39]([CH:19]1[C:20](=[O:21])[N:12]2[C@H:13]([CH2:14][O:15][CH2:16][C@H:11]2[C:5]2[CH:6]=[C:7]([F:10])[C:8]([F:9])=[C:3]([F:2])[CH:4]=2)[CH2:17][CH2:18]1)(=[O:46])[O:43][CH2:44][CH3:45])[CH3:42] |f:4.5.6|. Reported procedure: In nitrogen atmosphere, trimethylsilyle iodide (0.188 mL) was added to a methylene chloride solution (6 mL) of (4R,9aS)-4-(3,4,5-trifluorophenyl)hexahydropyrido[2,1-c][1,4]oxazin-6-one (252 mg) and N,N,N′,N′-tetramethylethylenediamine (0.466 mL) at 0° C. The resulting reaction solution was stirred under ice-cooling for 30 min, and iodine (336 mg) was added thereto under ice-cooling. The resulting reaction solution was stirred under ice-cooling for 1 hr, and ethyl acetate and a saturated sodium t... Reactants: CCCCOCCOc1ccc(-c2ccc3c(c2)C=C(C(=O)Nc2ccc(SCc4ncnn4C)cc2)CCN3CC(C)C)cc1, ClCCl, [Na+], [Na+], O=C(OO)c1cccc(Cl)c1, O=S([O-])([O-])=S. The product is CCCCOCCOc1ccc(-c2ccc3c(c2)C=C(C(=O)Nc2ccc(S(=O)Cc4ncnn4C)cc2)CCN3CC(C)C)cc1. Reaction SMILES: [CH2:1]([CH2:2][CH2:3][CH3:4])[O:5][CH2:6][CH2:7][O:8][c:9]1[cH:10][cH:11][c:12](-[c:15]2[cH:16][cH:17][c:18]3[c:19]([cH:46]2)[CH:20]=[C:21]([C:29](=[O:30])[NH:31][c:32]2[cH:33][cH:34][c:35]([S:38][CH2:39][c:40]4[n:41][cH:42][n:43][n:44]4[CH3:45])[cH:36][cH:37]2)[CH2:22][CH2:23][N:24]3[CH2:25][CH:26]([CH3:27])[CH3:28])[cH:13][cH:14]1.[Cl:65][CH2:66][Cl:67].[Na+:63].[Na+:64].[OH:47][O:48][C:49]([c:50]1[cH:51][c:52]([Cl:53])[cH:54][cH:55][cH:56]1)=[O:57].[S:58]([O-:59])([O-:60])(=[O:61])=[S:62]>>[CH2:1]([CH2:2][CH2:3][CH3:4])[O:5][CH2:6][CH2:7][O:8][c:9]1[cH:10][cH:11][c:12](-[c:15]2[cH:16][cH:17][c:18]3[c:19]([cH:46]2)[CH:20]=[C:21]([C:29](=[O:30])[NH:31][c:32]2[cH:33][cH:34][c:35]([S:38]([CH2:39][c:40]4[n:41][cH:42][n:43][n:44]4[CH3:45])=[O:47])[cH:36][cH:37]2)[CH2:22][CH2:23][N:24]3[CH2:25][CH:26]([CH3:27])[CH3:28])[cH:13][cH:14]1. Starting materials: [H-].[H-].[H-].[H-].[Li+].[Al+3] (LAH), [Cl-].[NH4+] (ammonium chloride), O (water), C1C(CCC2=CC=CC=C12)N1C(NC(=C1)C=NO)=S (3-(1,2,3,4-tetrahydronaphthalen-2-yl)-2-thioxo-2,3-dihydro-1H-imidazole-5-carbaldehyde oxime). Run in C1CCOC1 (THF), C(C)(=O)OCC (ethyl acetate), C1CCOC1 (THF). Run at temperature 0 celsius, time 1 hour. Yields the product NCC=1NC(N(C1)C1CC2=CC=CC=C2CC1)=S (4-aminomethyl-1-(1,2,3,4-tetrahydronaphthalen-2-yl)-1,3-dihydroimidazole-2-thione). As a reaction SMILES: [CH2:1]1[C:10]2[C:5](=[CH:6][CH:7]=[CH:8][CH:9]=2)[CH2:4][CH2:3][CH:2]1[N:11]1[CH:15]=[C:14]([CH:16]=[N:17]O)[NH:13][C:12]1=[S:19].[H-].[H-].[H-].[H-].[Li+].[Al+3].[Cl-].[NH4+].O>C1COCC1.C(OCC)(=O)C>[NH2:17][CH2:16][C:14]1[NH:13][C:12](=[S:19])[N:11]([CH:2]2[CH2:3][CH2:4][C:5]3[C:10](=[CH:9][CH:8]=[CH:7][CH:6]=3)[CH2:1]2)[CH:15]=1 |f:1.2.3.4.5.6,7.8|. Procedure details: A suspension of 3-(1,2,3,4-tetrahydronaphthalen-2-yl)-2-thioxo-2,3-dihydro-1H-imidazole-5-carbaldehyde oxime (0.158 g, 0.58 mmol), prepared as in Example 22, in 20 mL of THF was cooled to 0° C. and LAH (1.0M, 1.16 mL, 1.16 mmol) in THF was added slowly. The mixture was stirred at 0° C. for 1 hour and then saturated ammonium chloride, water and ethyl acetate were added. The aqueous layer was separated and extracted with ethyl acetate. The combined ethyl acetate was dried over magnesium sulfate an...